From a dataset of the Open Reaction Database (ORD), a public repository of structured organic reaction records. describe an organic reaction: reactants, conditions, products, and yield Starting materials: CCCCNCc1ccccc1, Cc1ccc(N=C=O)c(C)c1, CCCCCC. Product: CCCCN(Cc1ccccc1)C(=O)Nc1ccc(C)cc1C. As a reaction SMILES: [CH2:12]([c:13]1[cH:14][cH:15][cH:16][cH:17][cH:18]1)[NH:19][CH2:20][CH2:21][CH2:22][CH3:23].[CH3:1][c:2]1[c:3]([N:9]=[C:10]=[O:11])[cH:4][cH:5][c:6]([CH3:8])[cH:7]1.[CH3:24][CH2:25][CH2:26][CH2:27][CH2:28][CH3:29]>>[CH3:1][c:2]1[c:3]([NH:9][C:10](=[O:11])[N:19]([CH2:12][c:13]2[cH:14][cH:15][cH:16][cH:17][cH:18]2)[CH2:20][CH2:21][CH2:22][CH3:23])[cH:4][cH:5][c:6]([CH3:8])[cH:7]1. The reactants are C=C(C)C (isobutene), C(C(=C)C)(=O)OC1=CC=C(C=C1)O (4-hydroxyphenyl methacrylate), C1(=CC=CC=C1)C (toluene). The reagents and catalysts are CS(=O)(=O)O (methanesulfonic acid). Solvent: O (water). Product: C(C(=C)C)(=O)OC1=CC=C(C=C1)OC(C)(C)C (4-tert-butoxyphenyl methacrylate). The yield is 65.0%. Reaction SMILES: [CH2:1]=[C:2]([CH3:4])[CH3:3].[C:5]([O:10][C:11]1[CH:16]=[CH:15][C:14]([OH:17])=[CH:13][CH:12]=1)(=[O:9])[C:6]([CH3:8])=[CH2:7].C1(C)C=CC=CC=1>CS(O)(=O)=O.O>[C:5]([O:10][C:11]1[CH:12]=[CH:13][C:14]([O:17][C:2]([CH3:4])([CH3:3])[CH3:1])=[CH:15][CH:16]=1)(=[O:9])[C:6]([CH3:8])=[CH2:7]. Procedure: Under ice cooling, isobutene was introduced into a mixture of 17.8 g of 4-hydroxyphenyl methacrylate, 0.3 g of methanesulfonic acid, and 100 g of toluene over 4 hours. To the reaction solution, 50 g of water was added to quench the reaction, from which the organic layer was recovered. The organic layer was washed with water, sodium bicarbonate water, and saturated saline solution in sequence and concentrated. The concentrate was purified by distillation, obtaining 152 g (yield 65%) of 4-tert-but... Starting materials: C(#N)CC[C@@H]1CC[C@H](CC1)NC1=C2C(=NC=C1NC([C@@H](C)O)=O)C=CS2 ((2R)—N-(7-{[trans-4-(2-Cyanoethyl)cyclohexyl]amino}thieno[3,2-b]pyridin-6-yl)-2-hydroxypropanamide). The solvent is C(C)(=O)O (acetic acid). Yields the product O[C@H](C)C1=NC=2C(=C3C(=NC2)C=CS3)N1[C@@H]1CC[C@H](CC1)CCC#N (3-(trans-4-{2-[(1R)-1-Hydroxyethyl]-1H-imidazo[4,5-d]thieno[3,2-b]pyridin-1-yl}cyclohexyl)propanenitrile). Yield: 10.0%. RXN SMILES: [C:1]([CH2:3][CH2:4][C@H:5]1[CH2:10][CH2:9][C@H:8]([NH:11][C:12]2[C:17]([NH:18][C:19](=O)[C@H:20]([OH:22])[CH3:21])=[CH:16][N:15]=[C:14]3[CH:24]=[CH:25][S:26][C:13]=23)[CH2:7][CH2:6]1)#[N:2]>C(O)(=O)C>[OH:22][C@@H:20]([C:19]1[N:11]([C@H:8]2[CH2:9][CH2:10][C@H:5]([CH2:4][CH2:3][C:1]#[N:2])[CH2:6][CH2:7]2)[C:12]2=[C:13]3[S:26][CH:25]=[CH:24][C:14]3=[N:15][CH:16]=[C:17]2[N:18]=1)[CH3:21]. Procedure: To a mixture of 3-{trans-4-[(6-aminothieno[3,2-b]pyridin-7-yl)amino]cyclohexyl}propanenitrile (0.048 g, 0.16 mmol) and (R)-2-hydroxypropanoic acid (0.019 g, 0.21 mmol) in methylene chloride (0.96 mL) was added N,N-diisopropylethylamine (60 μL, 0.35 mmol) and N,N,N′,N′-tetramethyl-O-(7-azabenzotriazol-1-yl)uronium hexafluorophosphate (66 mg, 0.17 mmol). The resulting mixture was stirred at room temperature overnight. The mixture was washed with water. The organic layers were concentrated and puri...